From a dataset of the Open Reaction Database (ORD), a public repository of structured organic reaction records. describe an organic reaction: reactants, conditions, products, and yield Starting materials: [N+](=O)([O-])C=1C=NNC1 (4-nitro-1H-pyrazole), BrCCO[Si](C)(C)C(C)(C)C ((2-bromoethoxy)(tert-butyl)dimethylsilane), C([O-])([O-])=O.[Cs+].[Cs+] (cesium carbonate), CN(C)C=O (DMF). The solvent is C(Cl)Cl (methylene chloride), O (water). Conditions: temperature 70 celsius. Yields the product [Si](C)(C)(C(C)(C)C)OCCN1N=CC(=C1)[N+](=O)[O-] (1-(2-(tert-Butyldimethylsilyloxy)ethyl)-4-nitro-1H-pyrazole). Yield: 92.5%. RXN SMILES: [N+:1]([C:4]1[CH:5]=[N:6][NH:7][CH:8]=1)([O-:3])=[O:2].Br[CH2:10][CH2:11][O:12][Si:13]([C:16]([CH3:19])([CH3:18])[CH3:17])([CH3:15])[CH3:14].C(=O)([O-])[O-].[Cs+].[Cs+].CN(C=O)C>C(Cl)Cl.O>[Si:13]([O:12][CH2:11][CH2:10][N:6]1[CH:5]=[C:4]([N+:1]([O-:3])=[O:2])[CH:8]=[N:7]1)([C:16]([CH3:19])([CH3:18])[CH3:17])([CH3:15])[CH3:14] |f:2.3.4|. Reported procedure: A 100-mL single-neck round-bottomed flask equipped with a reflux condenser and magnetic stirrer was purged with nitrogen and charged with 4-nitro-1H-pyrazole (500 mg, 4.42 mmol), (2-bromoethoxy)(tert-butyl)dimethylsilane (2.12 g, 8.85 mmol), cesium carbonate (5.76 g, 17.7 mmol) and anhydrous DMF (5 mL). After heating at 70° C. for 1 h, the mixture was cooled to room temperature and diluted with methylene chloride (50 mL) and water (30 mL). The organic layer was separated, and the aqueous layer w... Reactants: BrC1=CC(=C(C(=O)O)C=C1)O (4-bromo-2-hydroxy-benzoic acid), C(C)(=O)OC(C)=O (acetic anhydride), S(O)(O)(=O)=O (sulfuric acid), ice water. Reaction conditions: temperature 100 celsius. Yields the product C(C)(=O)OC1=C(C(=O)O)C=CC(=C1)Br (2-Acetoxy-4-bromo-benzoic acid). As a reaction SMILES: [Br:1][C:2]1[CH:10]=[CH:9][C:5]([C:6]([OH:8])=[O:7])=[C:4]([OH:11])[CH:3]=1.[C:12](OC(=O)C)(=[O:14])[CH3:13].S(=O)(=O)(O)O>>[C:12]([O:11][C:4]1[CH:3]=[C:2]([Br:1])[CH:10]=[CH:9][C:5]=1[C:6]([OH:8])=[O:7])(=[O:14])[CH3:13]. Reported procedure: A mixture of 4-bromo-2-hydroxy-benzoic acid (12.35 g, 56.91 mmol), acetic anhydride (35.6 mL) and conc sulfuric acid (0.93 mL) was heated at 100° C. for 1 h; then cooled, poured into 400 g ice/water, stirred for several minutes, the white precipitates were collected with filtration, washed with water, then the white solids were oven vacuum dried at 50° C. for 3 days to give the desired product (11.62 g). 1H NMR (200 MHz, CDCl3): δ (ppm)=7.95 (d, 1H, J=8.5 Hz), 7.48 (dd, 1H, J=2.0 Hz, 8.5 Hz), 7.... Reactants: COC1=CC=C(CN(C2=NC=C(C=N2)C=2C3=C(N=C(N2)N2CCOCC2)NCC3)CC3=CC=C(C=C3)OC)C=C1 (bis-(4-methoxy-benzyl)-[5-(2-morpholin-4-yl-6,7-dihydro-5H-pyrrolo[2,3-d]pyrimidin-4-yl)-pyrimidin-2-yl]-amine), COC(C1=CC=C(C=C1)Br)=O (4-bromobenzoic acid methyl ester), COC=1C=CC=C(C1C=2C=CC=CC2P(C3CCCCC3)C4CCCCC4)OC (S-Phos), P(=O)([O-])([O-])[O-].[K+].[K+].[K+] (potassium phosphate). Reagents/catalysts: C(C)(=O)[O-].[Pd+2].C(C)(=O)[O-] (palladium acetate). The solvent is CN(C=O)C (dimethylformamide), O (water). Run at temperature 100 celsius, time 3 hour. Yields the product COC(C1=CC=C(C=C1)N1CCC2=C1N=C(N=C2C=2C=NC(=NC2)N(CC2=CC=C(C=C2)OC)CC2=CC=C(C=C2)OC)N2CCOCC2)=O (4-(4-{2-[bis-(4-methoxy-benzyl)-amino]-pyrimidin-5-yl}-2-morpholin-4-yl-5,6-dihydro-pyrrolo[2,3-d]pyrimidin-7-yl)-benzoic acid methyl ester). The yield is 57.6%. As a reaction SMILES: [CH3:1][O:2][C:3]1[CH:40]=[CH:39][C:6]([CH2:7][N:8]([CH2:30][C:31]2[CH:36]=[CH:35][C:34]([O:37][CH3:38])=[CH:33][CH:32]=2)[C:9]2[N:14]=[CH:13][C:12]([C:15]3[C:16]4[CH2:29][CH2:28][NH:27][C:17]=4[N:18]=[C:19]([N:21]4[CH2:26][CH2:25][O:24][CH2:23][CH2:22]4)[N:20]=3)=[CH:11][N:10]=2)=[CH:5][CH:4]=1.[CH3:41][O:42][C:43](=[O:51])[C:44]1[CH:49]=[CH:48][C:47](Br)=[CH:46][CH:45]=1.COC1C=CC=C(OC)C=1C1C=CC=CC=1P(C1CCCCC1)C1CCCCC1.P([O-])([O-])([O-])=O.[K+].[K+].[K+]>CN(C)C=O.C([O-])(=O)C.[Pd+2].C([O-])(=O)C.O>[CH3:41][O:42][C:43](=[O:51])[C:44]1[CH:49]=[CH:48][C:47]([N:27]2[C:17]3[N:18]=[C:19]([N:21]4[CH2:26][CH2:25][O:24][CH2:23][CH2:22]4)[N:20]=[C:15]([C:12]4[CH:11]=[N:10][C:9]([N:8]([CH2:7][C:6]5[CH:5]=[CH:4][C:3]([O:2][CH3:1])=[CH:40][CH:39]=5)[CH2:30][C:31]5[CH:32]=[CH:33][C:34]([O:37][CH3:38])=[CH:35][CH:36]=5)=[N:14][CH:13]=4)[C:16]=3[CH2:29][CH2:28]2)=[CH:46][CH:45]=1 |f:3.4.5.6,8.9.10|. Procedure details: A solution of bis-(4-methoxy-benzyl)-[5-(2-morpholin-4-yl-6,7-dihydro-5H-pyrrolo[2,3-d]pyrimidin-4-yl)-pyrimidin-2-yl]-amine (200 mg, 0.370 mmol), 4-bromobenzoic acid methyl ester (95 mg, 0.444 mmol), palladium acetate (10.0 mg, 0.0444 mmol), S-Phos (36.4 mg, 0.0888 mmol) and potassium phosphate (157 mg, 0.740 mmol) in dimethylformamide (3 ml) was degassed under ultrasonic irradiation, and stirred at 100° C. for 3 hours. To this, water was added, and the precipitate was filtered, which was subse... The reactants are C(Cl)Cl (methylene chloride), [K] (potassium), CC(=O)C=1C=CC(=CC1)O (4-hydroxyacetophenone), BrC(C(=O)OC)C (methyl 2-bromopropanoate). The solvent is O (water), CN(C=O)C (dimethylformamide). Conditions: time 4 hour. Product: C(C)(=O)C1=CC=C(OC(C(=O)OC)C)C=C1 (methyl 2-(4-acetylphenoxy)propanoate). Isolated yield 76.5%. Reaction SMILES: [K].[CH3:2][C:3]([C:5]1[CH:6]=[CH:7][C:8]([OH:11])=[CH:9][CH:10]=1)=[O:4].Br[CH:13]([CH3:18])[C:14]([O:16][CH3:17])=[O:15].C(Cl)Cl>CN(C)C=O.O>[C:3]([C:5]1[CH:10]=[CH:9][C:8]([O:11][CH:13]([CH3:18])[C:14]([O:16][CH3:17])=[O:15])=[CH:7][CH:6]=1)(=[O:4])[CH3:2] |^1:0|. Reported procedure: To a solution of the potassium salt of 4-hydroxyacetophenone (8.8 g, 0.05 mol) in dimethylformamide (25 mL) is added methyl 2-bromopropanoate (10.2 g, 0.06 mol) over 30 minutes and stirred at 80°-90° C. for 4 hours under nitrogen. The reaction is cooled to room temperature and methylene chloride (75 mL) and water (75 mL) are added. The organic phase is separated, washed with water (100 mL), dried and concentrated to give methyl 2-(4-acetylphenoxy)propanoate (8.5 g) (yield 76%). Methyl 2-(4-acety... Starting materials: C(#N)CC1=CC=CC=2N1C=C(N2)C(=O)OCC (Ethyl 5-(cyanomethyl)imidazo[1,2-a]pyridine-2-carboxylate), N(=[N+]=[N-])[Sn](CCCC)(CCCC)CCCC (azido tributylstannane). Solvent: P(=O)(O)(O)CC=1C=2N(C=CC1)C=C(N2)C(=O)O (8-(phosphonomethyl)imidazo[1,2-a]pyridine-2-carboxylic acid), P(=O)(O)(O)CC=1C=2N(C=CC1)C=C(N2)C(=O)O (8-(phosphonomethyl)imidazo[1,2-a]pyridine-2-carboxylic acid). Yields the product N1N=NN=C1CC1=CC=CC=2N1C=C(N2)C(=O)OCC (Ethyl 5-(1H-tetrazol-5-ylmethyl)imidazo[1,2-a]pyridine-2-carboxylate). RXN SMILES: [C:1]([CH2:3][C:4]1[N:9]2[CH:10]=[C:11]([C:13]([O:15][CH2:16][CH3:17])=[O:14])[N:12]=[C:8]2[CH:7]=[CH:6][CH:5]=1)#[N:2].[N:18]([Sn](CCCC)(CCCC)CCCC)=[N+:19]=[N-:20]>P(CC1C2N(C=C(C(O)=O)N=2)C=CC=1)(O)(O)=O>[NH:18]1[C:1]([CH2:3][C:4]2[N:9]3[CH:10]=[C:11]([C:13]([O:15][CH2:16][CH3:17])=[O:14])[N:12]=[C:8]3[CH:7]=[CH:6][CH:5]=2)=[N:2][N:20]=[N:19]1. Procedure details: The title material is prepared by heating the title product of Example 99 with azido tributylstannane at 80° C. for 72 h. After cooling to room temperature, the reaction is treated with methanolic HCl for 30 min., diluted with 4N HCl, washed with diethyl ether and concentrated to yield title material. Product: COc1ccc(C(C)C)cc1-c1ccc(C(F)(F)F)cc1CN(CC(N)c1ccc(Cl)cc1)C(=O)OCc1ccccc1. Reaction SMILES: [CH2:1]([c:2]1[cH:3][cH:4][cH:5][cH:6][cH:7]1)[O:8][C:9]([N:10]([CH2:11][c:12]1[c:13](-[c:22]2[c:23]([O:31][CH3:32])[cH:24][cH:25][c:26]([CH:28]([CH3:29])[CH3:30])[cH:27]2)[cH:14][cH:15][c:16]([C:18]([F:19])([F:20])[F:21])[cH:17]1)[CH2:33][CH:34]([c:35]1[cH:36][cH:37][c:38]([Cl:41])[cH:39][cH:40]1)[N:42]=[N+:43]=[N-:44])=[O:45].[CH2:46]1[O:47][CH2:48][CH2:49][CH2:50]1>>[CH2:1]([c:2]1[cH:3][cH:4][cH:5][cH:6][cH:7]1)[O:8][C:9]([N:10]([CH2:11][c:12]1[c:13](-[c:22]2[c:23]([O:31][CH3:32])[cH:24][cH:25][c:26]([CH:28]([CH3:29])[CH3:30])[cH:27]2)[cH:14][cH:15][c:16]([C:18]([F:19])([F:20])[F:21])[cH:17]1)[CH2:33][CH:34]([c:35]1[cH:36][cH:37][c:38]([Cl:41])[cH:39][cH:40]1)[NH2:42])=[O:45]. Reactants: COc1ccc(C(C)C)cc1-c1ccc(C(F)(F)F)cc1CN(CC(N=[N+]=[N-])c1ccc(Cl)cc1)C(=O)OCc1ccccc1, C1CCOC1. Starting materials: NC=1N=C(C2=C(N1)N(C=C2CC)[C@H]2[C@H](O)[C@H](O)[C@H](O2)CO)Cl (2-Amino-4-chloro-5-ethyl-7-(β-D-ribofuranosyl)-7H-pyrrolo[2,3-d]pyrimidine), [OH-].[Na+] (NaOH). Product: NC=1NC(C2=C(N1)N(C=C2CC)[C@H]2[C@H](O)[C@H](O)[C@H](O2)CO)=O (2-Amino-5-ethyl-7-(β-D-ribofuranosyl)-7H-pyrrolo[2,3-d]pyrimidin-4(3H)-one). RXN SMILES: [NH2:1][C:2]1[N:3]=[C:4](Cl)[C:5]2[C:10]([CH2:11][CH3:12])=[CH:9][N:8]([C@@H:13]3[O:19][C@H:18]([CH2:20][OH:21])[C@@H:16]([OH:17])[C@H:14]3[OH:15])[C:6]=2[N:7]=1.[OH-:23].[Na+]>>[NH2:1][C:2]1[NH:3][C:4](=[O:23])[C:5]2[C:10]([CH2:11][CH3:12])=[CH:9][N:8]([C@@H:13]3[O:19][C@H:18]([CH2:20][OH:21])[C@@H:16]([OH:17])[C@H:14]3[OH:15])[C:6]=2[N:7]=1 |f:1.2|. Procedure: A mixture of the compound from Step B (104 mg, 0.32 mmol) in 2N aqueous NaOH (10 mL) was stirred at reflux temperature for 15 min. The solution was cooled in ice bath, neutralized with 2 N aqueous HC1, and evaporated to dryness. The residue was suspended in MeOH, mixed with silica gel, and evaporated. The solid residue was placed onto a silica gel column (packed in a solvent mixture of CH2Cl2/MeOH: 10/1) which was eluted with a solvent system of CH2Cl2/MeOH: 10/1 and 5/1. The fractions containin... Reactants: ClCC(=O)N (chloroacetamide), ClCC(=O)Cl (Chloroacetyl chloride), NC1=C(C=CC=C1)O (o-aminophenol), C([O-])(O)=O.[Na+] (sodium bicarbonate). Solvent: C(Cl)(Cl)Cl (chloroform). Run at time 2 hour. The product is O1CC(NC2=C1C=CC=C2)=O (2H-1,4-benzoxazin-3(4H)-one). Reaction SMILES: Cl[CH2:2][C:3](Cl)=[O:4].[NH2:6][C:7]1[CH:12]=[CH:11][CH:10]=[CH:9][C:8]=1[OH:13].C(=O)(O)[O-].[Na+].ClCC(N)=O>C(Cl)(Cl)Cl>[O:13]1[C:8]2[CH:9]=[CH:10][CH:11]=[CH:12][C:7]=2[NH:6][C:3](=[O:4])[CH2:2]1 |f:2.3|. Procedure details: Chloroacetyl chloride (104 g) is added slowly to a stirred mixture of o-aminophenol (96 g), sodium bicarbonate (100 g) and chloroform (1400 ml). After the addition is complete the reaction mixture is stirred at room temperature for 2 hours. The resulting chloroacetamide derivative, which separates in the course of the reaction, is filtered and added with stirring to 1 liter of NaOH, producing 2H-1,4-benzoxazin-3(4H)-one, which is filtered and washed with H2O, m.p. 169°-170°. The latter (30 g) is... Reactants: BrC1=CC=C(CN2N=CC(=C2)C=2C(=NC=CC2)N)C=C1 (3-(1-(4-bromo-benzyl)-1H-pyrazol-4-yl)-pyridin-2-ylamine), potassium ethoxymethyl trifluoroborate, O1CCOCC1 (1,4-dioxane), C1(=CC=CC=C1)P(C1=C(C2=CC=CC=C2C=C1)C1=C(C=CC2=CC=CC=C12)P(C1=CC=CC=C1)C1=CC=CC=C1)C1=CC=CC=C1 ((±)-2,2′-bis(diphenylphosphino)-1,1′-binaphthyl), C([O-])([O-])=O.[Cs+].[Cs+] (cesium carbonate). The reagents and catalysts are C(C)(=O)[O-].[Pd+2].C(C)(=O)[O-] (palladium (II) acetate). Solvent: C(C)(=O)OCC (ethyl acetate), O (water), O (water). Reaction conditions: temperature 100 celsius, time 6 hour. The product is C(C)OCC1=CC=C(CN2N=CC(=C2)C=2C(=NC=CC2)N)C=C1 (3-(1-(4-Ethoxymethyl-benzyl)-1H-pyrazol-4-yl)-pyridin-2-ylamine). Isolated yield 17.0%. RXN SMILES: Br[C:2]1[CH:20]=[CH:19][C:5]([CH2:6][N:7]2[CH:11]=[C:10]([C:12]3[C:13]([NH2:18])=[N:14][CH:15]=[CH:16][CH:17]=3)[CH:9]=[N:8]2)=[CH:4][CH:3]=1.[O:21]1[CH2:26]CO[CH2:23][CH2:22]1.C(=O)([O-])[O-].[Cs+].[Cs+].C1(P(C2C=CC=CC=2)C2C=CC3C(=CC=CC=3)C=2C2C3C(=CC=CC=3)C=CC=2P(C2C=CC=CC=2)C2C=CC=CC=2)C=CC=CC=1>C([O-])(=O)C.[Pd+2].C([O-])(=O)C.C(OCC)(=O)C.O>[CH2:22]([O:21][CH2:26][C:2]1[CH:20]=[CH:19][C:5]([CH2:6][N:7]2[CH:11]=[C:10]([C:12]3[C:13]([NH2:18])=[N:14][CH:15]=[CH:16][CH:17]=3)[CH:9]=[N:8]2)=[CH:4][CH:3]=1)[CH3:23] |f:2.3.4,6.7.8|. Reported procedure: To a mixture of 3-(1-(4-bromo-benzyl)-1H-pyrazol-4-yl)-pyridin-2-ylamine (24 mg, 0.073 mmol) described in Manufacturing Example 195-1-1 and 1,4-dioxane (1.5 mL) were added water (150 μL), cesium carbonate (95 mg, 0.29 mmol), the potassium ethoxymethyl trifluoroborate (18 mg, 0.11 mmol) described in Manufacturing Example 196-1-2, palladium (II) acetate (1.6 mg, 0.0073 mmol), and (±)-2,2′-bis(diphenylphosphino)-1,1′-binaphthyl (4.5 mg, 0.0073 mmol) at room temperature, which was stirred under nitr...